describe an organic reaction: reactants, conditions, products, and yield From a dataset of the Open Reaction Database (ORD), a public repository of structured organic reaction records. Starting materials: C(=O)O.NCCC1=CC=C(NC2CCN(CC2)C(=O)OCC2=C(C=CC(=C2)F)F)C=C1 (2,5-Difluorobenzyl 4-[4-(2-aminoethyl)anilino]-1-piperidinecarboxylate formate), C(C)(C)(C)[Si](C1=CC=CC=C1)(C1=CC=CC=C1)OC1=CC=C(C=C1)OCC1OC1 (tert-butyl-(4-oxiranylmethoxy-phenoxy)-diphenyl-silane). Product: FC1=C(COC(=O)N2CCC(CC2)NC2=CC=C(C=C2)CCNC[C@@H](COC2=CC=C(C=C2)O)O)C=C(C=C1)F (4-(4-[2-[(2S)-2-Hydroxy-3-(4-hydroxy-phenoxy)-propylamino]-ethyl]-phenylamino)-piperidine-1-carboxylic acid 2,5-difluoro-benzyl ester). As a reaction SMILES: C(O)=O.[NH2:4][CH2:5][CH2:6][C:7]1[CH:31]=[CH:30][C:10]([NH:11][CH:12]2[CH2:17][CH2:16][N:15]([C:18]([O:20][CH2:21][C:22]3[CH:27]=[C:26]([F:28])[CH:25]=[CH:24][C:23]=3[F:29])=[O:19])[CH2:14][CH2:13]2)=[CH:9][CH:8]=1.C([Si]([O:49][C:50]1[CH:55]=[CH:54][C:53]([O:56][CH2:57][CH:58]2[CH2:60][O:59]2)=[CH:52][CH:51]=1)(C1C=CC=CC=1)C1C=CC=CC=1)(C)(C)C>>[F:29][C:23]1[CH:24]=[CH:25][C:26]([F:28])=[CH:27][C:22]=1[CH2:21][O:20][C:18]([N:15]1[CH2:16][CH2:17][CH:12]([NH:11][C:10]2[CH:9]=[CH:8][C:7]([CH2:6][CH2:5][NH:4][CH2:60][C@H:58]([OH:59])[CH2:57][O:56][C:53]3[CH:54]=[CH:55][C:50]([OH:49])=[CH:51][CH:52]=3)=[CH:31][CH:30]=2)[CH2:13][CH2:14]1)=[O:19] |f:0.1|. Procedure details: 2,5-Difluorobenzyl 4-[4-(2-aminoethyl)anilino]-1-piperidinecarboxylate formate (0.609 g, 1.4 mmol) was reacted with tert-butyl-(4-oxiranylmethoxy-phenoxy)-diphenyl-silane according to Procedure G to yield the title compound (0.260 g, 0.3 mmol). Reactants: C(C)(=O)N1C(N(CC1)C1=C(C=CC(=C1)Cl)C(=O)N1CCN(CC1)C1=NC=C(C=C1C)C1CC1)=O (1-acetyl-3-{5-chloro-2-[4-(5-cyclopropyl-3-methylpyridin-2-yl)piperazine-1-carbonyl]phenyl}imidazolidin-2-one), N1C(CCC1)=O (pyrrolidin-2-one). Yields the product C1(CC1)C=1C=C(C(=NC1)N1CCN(CC1)C(=O)C1=C(C=C(C=C1)N1C(CCC1)=O)N1C(NCC1)=O)C (1-[2-[4-(5-cyclopropyl-3-methylpyridin-2-yl)piperazine-1-carbonyl]-5-(2-oxopyrrolidin-1-yl)phenyl]imidazolidin-2-one). Isolated yield 44.8%. RXN SMILES: C([N:4]1[CH2:8][CH2:7][N:6]([C:9]2[CH:14]=[C:13](Cl)[CH:12]=[CH:11][C:10]=2[C:16]([N:18]2[CH2:23][CH2:22][N:21]([C:24]3[C:29]([CH3:30])=[CH:28][C:27]([CH:31]4[CH2:33][CH2:32]4)=[CH:26][N:25]=3)[CH2:20][CH2:19]2)=[O:17])[C:5]1=[O:34])(=O)C.[NH:35]1[CH2:39][CH2:38][CH2:37][C:36]1=[O:40]>>[CH:31]1([C:27]2[CH:28]=[C:29]([CH3:30])[C:24]([N:21]3[CH2:22][CH2:23][N:18]([C:16]([C:10]4[CH:11]=[CH:12][C:13]([N:35]5[CH2:39][CH2:38][CH2:37][C:36]5=[O:40])=[CH:14][C:9]=4[N:6]4[CH2:7][CH2:8][NH:4][C:5]4=[O:34])=[O:17])[CH2:19][CH2:20]3)=[N:25][CH:26]=2)[CH2:32][CH2:33]1. Reported procedure: Using 1-acetyl-3-{5-chloro-2-[4-(5-cyclopropyl-3-methylpyridin-2-yl)piperazine-1-carbonyl]phenyl}imidazolidin-2-one (165 mg) described in Preparation Example 236 and pyrrolidin-2-one (44 mg) and by the reaction and treatment in the same manner as in Example 649, the title compound (75 mg) was obtained.